The task is: describe an organic reaction: reactants, conditions, products, and yield. This data is from the Open Reaction Database (ORD), a public repository of structured organic reaction records. The reactants are C(C)OC(=O)N1CCN(CCC1)C1=NC2=C(N1)C=CC=C2 (1-ethoxycarbonyl-4-(1H-benzimidazol-2-yl)[1,4]diazepane), O (water), Br (hydrobromic acid), I (hydriodic acid). Solvent: C(C)O (ethanol), C(C)OCC (diethyl ether), C(C)O (ethanol). Conditions: time 3 hour. The product is I.N1C(=NC2=C1C=CC=C2)N2CCNCCC2 (4-(1H-Benzimidazol-2-yl)[1,4]diazepane hydriodic Acid Salt). As a reaction SMILES: C(OC([N:6]1[CH2:12][CH2:11][CH2:10][N:9]([C:13]2[NH:17][C:16]3[CH:18]=[CH:19][CH:20]=[CH:21][C:15]=3[N:14]=2)[CH2:8][CH2:7]1)=O)C.Br.[IH:23].O>C(O)C.C(OCC)C>[IH:23].[NH:14]1[C:15]2[CH:21]=[CH:20][CH:19]=[CH:18][C:16]=2[N:17]=[C:13]1[N:9]1[CH2:10][CH2:11][CH2:12][NH:6][CH2:7][CH2:8]1 |f:6.7|. Procedure details: Combine 1-ethoxycarbonyl-4-(1H-benzimidazol-2-yl)[1,4]diazepane (16.7 g, 58 mmol) and aqueous 48% hydrobromic acid solution (80 mL). Heat to reflux. After 3 hours, cool to ambient temperature, add to ethanol (700 mL), and cool to 0° C. to give a solid. Combine the solid with aqueous 48% hydriodic acid (80 mL) and water (150 mL). Heat on a steam bath. After about 1 hour, cool to ambient temperature, dilute with ethanol (500 mL), and add to diethyl ether (8 L) to give a solid. Collect solid by fil... The reactants are N1[C@@H](CCC1=O)C(=O)N[C@@H](C)C(=O)N[C@@H](CCCCNC(=O)OC(C)(C)C)C(=O)N[C@@H](CO)C(=O)N[C@@H](CCC(N)=O)C(=O)NCC(=O)N[C@H](C)C(=O)N[C@@H](CO)C(=O)N[C@@H](CC(N)=O)C(=O)OC(C)(C)C (pGlu-Ala-Lys(Boc)-Ser-Gln-Gly-(D)-Ala-Ser-Asn-OBut). The solvent is FC(C(=O)O)(F)F (trifluoroacetic acid). The product is N1[C@@H](CCC1=O)C(=O)N[C@@H](C)C(=O)N[C@@H](CCCCN)C(=O)N[C@@H](CO)C(=O)N[C@@H](CCC(N)=O)C(=O)NCC(=O)N[C@H](C)C(=O)N[C@@H](CO)C(=O)N[C@@H](CC(N)=O)C(=O)O (pGlu-Ala-Lys-Ser-Gln-Gly-(D)-Ala-Ser-Asn-OH). Reaction SMILES: [NH:1]1[C:5](=[O:6])[CH2:4][CH2:3][C@H:2]1[C:7]([NH:9][C@H:10]([C:12]([NH:14][C@H:15]([C:28]([NH:30][C@H:31]([C:34]([NH:36][C@H:37]([C:43]([NH:45][CH2:46][C:47]([NH:49][C@@H:50]([C:52]([NH:54][C@H:55]([C:58]([NH:60][C@H:61]([C:66]([O:68]C(C)(C)C)=[O:67])[CH2:62][C:63](=[O:65])[NH2:64])=[O:59])[CH2:56][OH:57])=[O:53])[CH3:51])=[O:48])=[O:44])[CH2:38][CH2:39][C:40](=[O:42])[NH2:41])=[O:35])[CH2:32][OH:33])=[O:29])[CH2:16][CH2:17][CH2:18][CH2:19][NH:20]C(OC(C)(C)C)=O)=[O:13])[CH3:11])=[O:8]>FC(F)(F)C(O)=O>[NH:1]1[C:5](=[O:6])[CH2:4][CH2:3][C@H:2]1[C:7]([NH:9][C@H:10]([C:12]([NH:14][C@H:15]([C:28]([NH:30][C@H:31]([C:34]([NH:36][C@H:37]([C:43]([NH:45][CH2:46][C:47]([NH:49][C@@H:50]([C:52]([NH:54][C@H:55]([C:58]([NH:60][C@H:61]([C:66]([OH:68])=[O:67])[CH2:62][C:63](=[O:65])[NH2:64])=[O:59])[CH2:56][OH:57])=[O:53])[CH3:51])=[O:48])=[O:44])[CH2:38][CH2:39][C:40](=[O:42])[NH2:41])=[O:35])[CH2:32][OH:33])=[O:29])[CH2:16][CH2:17][CH2:18][CH2:19][NH2:20])=[O:13])[CH3:11])=[O:8]. Procedure: In 5 ml of trifluoroacetic acid is dissolved 500 mg of pGlu-Ala-Lys(Boc)-Ser-Gln-Gly-(D)-Ala-Ser-Asn-OBut and the mixture is allowed to stand at room temperature. The trifluoroacetic acid is distilled off and the residue is precipitated with ether and recovered by filtration. The resulting powders are dissolved in 50 ml of water and run onto a column of Amberlite IRA-410(acetate-form) (2×5 cm). The effluent is combined with washings and lyophilized. The powdery lyophilizate is dissolved in a sma... The reactants are CCOC(C)=O, C=Cc1nc(-c2nn(C)c(OC(F)F)c2Cl)c(F)cc1Cl, C1COCCO1, O. Yields the product Cn1nc(-c2nc(C=O)c(Cl)cc2F)c(Cl)c1OC(F)F. RXN SMILES: [CH3:29][CH2:30][O:31][C:32](=[O:33])[CH3:34].[F:1][c:2]1[c:3](-[c:11]2[n:12][n:13]([CH3:21])[c:14]([O:17][CH:18]([F:19])[F:20])[c:15]2[Cl:16])[n:4][c:5]([CH:9]=[CH2:10])[c:6]([Cl:8])[cH:7]1.[O:22]1[CH2:23][CH2:24][O:25][CH2:26][CH2:27]1.[OH2:28]>>[F:1][c:2]1[c:3](-[c:11]2[n:12][n:13]([CH3:21])[c:14]([O:17][CH:18]([F:19])[F:20])[c:15]2[Cl:16])[n:4][c:5]([CH:9]=[O:22])[c:6]([Cl:8])[cH:7]1. Starting materials: FC(S(=O)(=O)OC1=C(C(=C(C=C1)C=O)Cl)Cl)(F)F (2,3-dichloro-4-formylphenyl Trifluoromethanesulfonate), C1(=CC=CC2=CC=CC=C12)B(O)O (1-naphthylboronic acid), C(=O)([O-])[O-].[Na+].[Na+] (Na2CO3). As a reaction SMILES: FC(F)(F)S(O[C:7]1[CH:12]=[CH:11][C:10]([CH:13]=[O:14])=[C:9]([Cl:15])[C:8]=1[Cl:16])(=O)=O.[C:19]1(B(O)O)[C:28]2[C:23](=[CH:24][CH:25]=[CH:26][CH:27]=2)[CH:22]=[CH:21][CH:20]=1.C([O-])([O-])=O.[Na+].[Na+]>C1(C)C=CC=CC=1.C1C=CC([P]([Pd]([P](C2C=CC=CC=2)(C2C=CC=CC=2)C2C=CC=CC=2)([P](C2C=CC=CC=2)(C2C=CC=CC=2)C2C=CC=CC=2)[P](C2C=CC=CC=2)(C2C=CC=CC=2)C2C=CC=CC=2)(C2C=CC=CC=2)C2C=CC=CC=2)=CC=1>[Cl:15][C:9]1[C:8]([Cl:16])=[C:7]([C:27]2[C:28]3[C:23](=[CH:22][CH:21]=[CH:20][CH:19]=3)[CH:24]=[CH:25][CH:26]=2)[CH:12]=[CH:11][C:10]=1[CH:13]=[O:14] |f:2.3.4,^1:48,50,69,88|. The product is ClC1=C(C=O)C=CC(=C1Cl)C1=CC=CC2=CC=CC=C12 (2,3-dichloro-4-(1-naphthyl)benzaldehyde). Reagents/catalysts: C=1C=CC(=CC1)[P](C=2C=CC=CC2)(C=3C=CC=CC3)[Pd]([P](C=4C=CC=CC4)(C=5C=CC=CC5)C=6C=CC=CC6)([P](C=7C=CC=CC7)(C=8C=CC=CC8)C=9C=CC=CC9)[P](C=1C=CC=CC1)(C=1C=CC=CC1)C=1C=CC=CC1 (Pd(PPh3)4). Run in C1(=CC=CC=C1)C (toluene). Run at time 16 hour. Procedure: A mixture of Example 5A (0.20 g, 0.62 mmol), 1-naphthylboronic acid (0.13 g, 0.74 mmol), Pd(PPh3)4 (20 mg), and 2M Na2CO3 (0.62 mL) in toluene (2.0 mL) was heated to 100° C., stirred for 16 hours, and concentrated. The concentrate was purified by flash column chromatography on silica gel with hexanes to 5:1 hexanes/ethyl acetate to provide the desired product. Reported procedure: (±)-cis-6-Butyl-5-(4-cyclohexyloxy-phenyl)-pyridazine-3-carboxylic acid (3-fluoro-1-methyl-piperidin-4-ylmethyl)-amide (0.35 mmol, 160 mg) was stirred in 4 M HCl/dioxane (1 mL) for 20 min at room temperature. After evaporating the solvent, dichloromethane (0.2 mL) and hexane (1 mL) was added to precipitate (±)-cis-6-butyl-5-(4-cyclohexyloxy-phenyl)-pyridazine-3-carboxylic acid (3-fluoro-1-methyl-piperidin-4-ylmethyl)-amide dihydrochloride. LCMS: m/z 484 [M+1]. 1H NMR (400 MHz, CD3OD) δ 8.51 (1H,... Yields the product Cl.Cl.F[C@@H]1CN(CC[C@@H]1CNC(=O)C=1N=NC(=C(C1)C1=CC=C(C=C1)OC1CCCCC1)CCCC)C ((±)-cis-6-Butyl-5-(4-cyclohexyloxy-phenyl)-pyridazine-3-carboxylic acid (3-fluoro-1-methyl-piperidin-4-ylmethyl)-amide dihydrochloride). Reaction SMILES: [F:1][C@H:2]1[C@@H:7]([CH2:8][NH:9][C:10]([C:12]2[N:13]=[N:14][C:15]([CH2:31][CH2:32][CH2:33][CH3:34])=[C:16]([C:18]3[CH:23]=[CH:22][C:21]([O:24][CH:25]4[CH2:30][CH2:29][CH2:28][CH2:27][CH2:26]4)=[CH:20][CH:19]=3)[CH:17]=2)=[O:11])[CH2:6][CH2:5][N:4]([CH3:35])[CH2:3]1.[ClH:36].O1CCOCC1>>[ClH:36].[ClH:36].[F:1][C@H:2]1[C@@H:7]([CH2:8][NH:9][C:10]([C:12]2[N:13]=[N:14][C:15]([CH2:31][CH2:32][CH2:33][CH3:34])=[C:16]([C:18]3[CH:23]=[CH:22][C:21]([O:24][CH:25]4[CH2:30][CH2:29][CH2:28][CH2:27][CH2:26]4)=[CH:20][CH:19]=3)[CH:17]=2)=[O:11])[CH2:6][CH2:5][N:4]([CH3:35])[CH2:3]1 |f:1.2,3.4.5|. Starting materials: F[C@@H]1CN(CC[C@@H]1CNC(=O)C=1N=NC(=C(C1)C1=CC=C(C=C1)OC1CCCCC1)CCCC)C ((±)-cis-6-Butyl-5-(4-cyclohexyloxy-phenyl)-pyridazine-3-carboxylic acid (3-fluoro-1-methyl-piperidin-4-ylmethyl)-amide), Cl.O1CCOCC1 (HCl dioxane).